Dataset: the Open Reaction Database (ORD), a public repository of structured organic reaction records. Task: describe an organic reaction: reactants, conditions, products, and yield The reactants are C1(=CC=CC=C1)C=CCOC(C)=O (acetic acid 3-phenyl-allyl ester), C1(=CC=CC=C1)P(C1=CC=CC=C1)C(C)P(C1=CC=CC=C1)C1=CC=CC=C1 (bis-diphenylphosphinoethane), C(C=CC1=CC=CC=C1)Br (cinnamyl bromide), C([O-])([O-])=O.[Na+].[Na+] (sodium carbonate), COC(CC1=CC=C(C=C1)OS(=O)(=O)C(F)(F)F)=O ((4-Trifluoromethanesulfonyloxy-phenyl)-acetic acid methyl ester), C1(=CC=CC=C1)P(C1=CC=CC=C1)C(C)P(C1=CC=CC=C1)C1=CC=CC=C1 (bis-diphenylphosphinoethane), B1(OC(C(O1)(C)C)(C)C)B2OC(C(O2)(C)C)(C)C (bis(pinacolato)diboron), C(C)(=O)[O-].[K+] (potassium acetate). Reagents/catalysts: [Pd](Cl)Cl (Palladium (II) chloride), [Pd](Cl)Cl (palladium (II) chloride). Run in C(C)(=O)OCC (ethyl acetate), O (water), CN(C=O)C (dimethyl formamide). Yields the product C1(=CC=CC=C1)C=CCC1=CC=C(C=C1)CC(=O)O ([4-(3-Phenyl-allyl)-phenyl]-acetic Acid). RXN SMILES: C[O:2][C:3](=[O:19])[CH2:4][C:5]1[CH:10]=[CH:9][C:8](OS(C(F)(F)F)(=O)=O)=[CH:7][CH:6]=1.C1(P(C(P(C2C=CC=CC=2)C2C=CC=CC=2)C)C2C=CC=CC=2)C=CC=CC=1.B1(B2OC(C)(C)C(C)(C)O2)OC(C)(C)C(C)(C)O1.C([O-])(=O)C.[K+].[CH2:71](Br)[CH:72]=[CH:73][C:74]1[CH:79]=[CH:78][CH:77]=[CH:76][CH:75]=1.C(=O)([O-])[O-].[Na+].[Na+].C1(C=CCOC(=O)C)C=CC=CC=1>CN(C)C=O.C(OCC)(=O)C.[Pd](Cl)Cl.O>[C:74]1([CH:73]=[CH:72][CH2:71][C:8]2[CH:9]=[CH:10][C:5]([CH2:4][C:3]([OH:2])=[O:19])=[CH:6][CH:7]=2)[CH:79]=[CH:78][CH:77]=[CH:76][CH:75]=1 |f:3.4,6.7.8|. Reported procedure: (4-Trifluoromethanesulfonyloxy-phenyl)-acetic acid methyl ester (500 mg, 1.68 mmol, 1.00 equivalents), palladium (II) chloride (15 mg, 5 mol %), bis-diphenylphosphinoethane (50 mg, 5 mol %), bis(pinacolato)diboron (469 mg, 1.85 mmol, 1.10 equivalents), and potassium acetate (495 mg, 5.04 mmol, 3.00 equivalents) were heated in dimethyl formamide (10 mL) at 80° C. for 3 hours. The black reaction mixture was cooled to room temperature. Palladium (II) chloride (15 mg, 5 mol %), bis-diphenylphosphino... Reactants: CC=1C=CC(=NC1)S(=O)(=O)NC1=NC(=NC(=C1OC1=C(C=CC=C1)OC)OCCN)C1=CC=NC=C1 (5-methyl-N-[6-(2-aminoethoxy)-5-(o-methoxyphenoxy)-2-(4-pyridyl)-4-pyrimidinyl]-2-pyridine sulfonamide), S1C(=CC=C1)S(=O)(=O)Cl (thiophene-2-sulfonylchloride). Product: CC=1C=CC(=NC1)S(=O)(=O)NC1=NC(=NC(=C1OC1=C(C=CC=C1)OC)OCCNS(=O)(=O)C=1SC=CC1)C1=CC=NC=C1 (5-methyl-N-[6-(2-(2-thiophenesulfonylamino)-ethoxy)-5-(o-methoxyphenoxy)-2-(4-pyridyl)-4-pyrimidinyl]-2-pyridine sulfonamide). Reaction SMILES: [CH3:1][C:2]1[CH:3]=[CH:4][C:5]([S:8]([NH:11][C:12]2[C:17]([O:18][C:19]3[CH:24]=[CH:23][CH:22]=[CH:21][C:20]=3[O:25][CH3:26])=[C:16]([O:27][CH2:28][CH2:29][NH2:30])[N:15]=[C:14]([C:31]3[CH:36]=[CH:35][N:34]=[CH:33][CH:32]=3)[N:13]=2)(=[O:10])=[O:9])=[N:6][CH:7]=1.[S:37]1[CH:41]=[CH:40][CH:39]=[C:38]1[S:42](Cl)(=[O:44])=[O:43]>>[CH3:1][C:2]1[CH:3]=[CH:4][C:5]([S:8]([NH:11][C:12]2[C:17]([O:18][C:19]3[CH:24]=[CH:23][CH:22]=[CH:21][C:20]=3[O:25][CH3:26])=[C:16]([O:27][CH2:28][CH2:29][NH:30][S:42]([C:38]3[S:37][CH:41]=[CH:40][CH:39]=3)(=[O:44])=[O:43])[N:15]=[C:14]([C:31]3[CH:32]=[CH:33][N:34]=[CH:35][CH:36]=3)[N:13]=2)(=[O:10])=[O:9])=[N:6][CH:7]=1. Procedure details: According to the procedure described in Example 4a) 107 mg 5-methyl-N-[6-(2-aminoethoxy)-5-(o-methoxyphenoxy)-2-(4-pyridyl)-4-pyrimidinyl]-2-pyridine sulfonamide was reacted with thiophene-2-sulfonylchloride to give 135 mg 5-methyl-N-[6-(2-(2-thiophenesulfonylamino)-ethoxy)-5-(o-methoxyphenoxy)-2-(4-pyridyl)-4-pyrimidinyl]-2-pyridine sulfonamide. LC-MS: tR=4.33 min, [M+1]+=655.46, [M−1]−=653.50. Product: COCn1cc[n+](C)c1, [Cl-]. Reaction SMILES: [CH3:1][n:2]1[cH:3][n:4][cH:5][cH:6]1.[CH3:7][O:8][CH2:9][Cl:10].[Cl:11][CH:12]=[C:13]([Cl:14])[Cl:15]>>[CH3:1][n+:2]1[cH:3][n:4]([CH2:9][O:8][CH3:7])[cH:5][cH:6]1.[Cl-:10]. Starting materials: Cn1ccnc1, COCCl, ClC=C(Cl)Cl.